This data is from the Open Reaction Database (ORD), a public repository of structured organic reaction records. The task is: describe an organic reaction: reactants, conditions, products, and yield Reactants: CC(C)(C)[Si](OC=1C=C(C(=O)OC)C=CC1C)(C)C (methyl 3-[(1,1-dimethylethyl)dimethylsilyl]oxy-4-methylbenzoate), BrN1C(CCC1=O)=O (N-bromosuccinimide), CC(C)(C#N)N=NC(C)(C)C#N (AIBN). The solvent is C(Cl)(Cl)(Cl)Cl (CCl4). Reaction conditions: time 1 hour. Yields the product BrCC1=C(C=C(C(=O)OC)C=C1)O[Si](C)(C)C(C)(C)C (methyl 4-(bromomethyl)-3-[[(1,1-dimethylethyl)-dimethylsilyl]oxy]benzoate). Reaction SMILES: [CH3:1][C:2]([Si:5]([CH3:19])([CH3:18])[O:6][C:7]1[CH:8]=[C:9]([CH:14]=[CH:15][C:16]=1[CH3:17])[C:10]([O:12][CH3:13])=[O:11])([CH3:4])[CH3:3].[Br:20]N1C(=O)CCC1=O.CC(N=NC(C#N)(C)C)(C#N)C>C(Cl)(Cl)(Cl)Cl>[Br:20][CH2:17][C:16]1[CH:15]=[CH:14][C:9]([C:10]([O:12][CH3:13])=[O:11])=[CH:8][C:7]=1[O:6][Si:5]([C:2]([CH3:1])([CH3:3])[CH3:4])([CH3:18])[CH3:19]. Procedure details: A solution of methyl 3-[(1,1-dimethylethyl)dimethylsilyl]oxy-4-methylbenzoate (11.36 g, 40.5 mmol) from Preparation 13, N-bromosuccinimide (6.5 g, 36.5 mmol), and AIBN 100 mg, 0.61 mmol) in CCl4. The reaction mixture is stirred at room temperature for 1 hour while exposed to a high intensity light bulb. The precipitate is removed by suction filtration and the filtrate is concentrated. The residue is purified by silica gel chromatography (1% tetrahydrofuran/petroleum ether). An oil of methyl 4-(b... Starting materials: CC(=CC(=O)OCC)C (ethyl 3,3-dimethylacrylate), BrN1C(CCC1=O)=O (N-bromosuccinimide). The reagents and catalysts are N(=NC(C#N)(C)C)C(C#N)(C)C (azobisisobutyronitrile). Solvent: C(Cl)(Cl)(Cl)Cl (carbon tetrachloride). The product is BrCC(=CC(=O)OCC)C (ethyl 4-bromo-3-methyl-2-butenate). Isolated yield 106.5%. As a reaction SMILES: [CH3:1][C:2]([CH3:9])=[CH:3][C:4]([O:6][CH2:7][CH3:8])=[O:5].[Br:10]N1C(=O)CCC1=O>C(Cl)(Cl)(Cl)Cl.N(C(C)(C)C#N)=NC(C)(C)C#N>[Br:10][CH2:1][C:2]([CH3:9])=[CH:3][C:4]([O:6][CH2:7][CH3:8])=[O:5]. Procedure: The olefins 66 can also be prepared by reacting the corresponding substituted phenols with ethyl 4-bromo-3-methyl-2-butenate in the presence of potassium carbonate and small amount of 18-crown-ether in methylene chloride. The starting material ethyl 4-bromo-3-methylbutenate has been obtained from the reaction of ethyl 3,3-dimethylacrylate with N-bromosuccinimide (NBS) as follows: to 20 g of ethyl 3,3-dimethylacrylate in 250 ml of carbon tetrachloride, 30 g of N-bromosuccinimide (NBS) and 0.01 g ... The reactants are ClC=1C=C(C=CC1F)C(C)=O (1-(3-Chloro-4-fluorophenyl)ethanone), CC1(OB(OC1(C)C)C1=C(C#N)C=CC=C1)C (2-(4,4,5,5-tetramethyl[1,3,2]dioxaborolan-2-yl)benzonitrile), Tris(dibenzylidineacetone)dipalladium(0), C(C)(C)(C)P(C(C)(C)C)C(C)(C)C (tri-tert-butylphosphine), [F-].[K+] (potassium fluoride), [OH-].[Na+] (sodium hydroxide). Solvent: O1CCCC1 (tetrahydrofuran). Run at time 1 hour. Yields the product C(C)(=O)C=1C=CC(=C(C1)C=1C(=CC=CC1)C#N)F (5′-acetyl-2′-fluorobiphenyl-2-carbonitrile). Yield: 25.9%. As a reaction SMILES: Cl[C:2]1[CH:3]=[C:4]([C:9](=[O:11])[CH3:10])[CH:5]=[CH:6][C:7]=1[F:8].CC1(C)C(C)(C)OB([C:20]2[CH:27]=[CH:26][CH:25]=[CH:24][C:21]=2[C:22]#[N:23])O1.[F-].[K+].C(P(C(C)(C)C)C(C)(C)C)(C)(C)C.[OH-].[Na+]>O1CCCC1>[C:9]([C:4]1[CH:5]=[CH:6][C:7]([F:8])=[C:2]([C:20]2[C:21]([C:22]#[N:23])=[CH:24][CH:25]=[CH:26][CH:27]=2)[CH:3]=1)(=[O:11])[CH3:10] |f:2.3,5.6|. Reported procedure: 1-(3-Chloro-4-fluorophenyl)ethanone (0.86 g, 5.0 mmol), 2-(4,4,5,5-tetramethyl[1,3,2]dioxaborolan-2-yl)benzonitrile (1.37 g, 6.0 mmol) (prepared according to the procedure described in WO 02/74773) and potassium fluoride (0.96 g, 16.5 mmol) were suspended in tetrahydrofuran (20 ml) and the mixture degassed with nitrogen for 30 min. Tris(dibenzylidineacetone)dipalladium(0) (0.14 g, 0.15 mmol) and tri-tert-butylphosphine (0.3M in 1,4-dioxane, 1.0 ml) were added and the mixture stirred at room temp... The product is ClC=1C=CC(=C(C(=O)O)C1)N1C=CC=C1 (5-Chloro-2-(pyrrol-1-yl)benzoic acid). Reactants: COC1OC(CC1)OC (2,5-dimethoxytetrahydrofuran), Cl.ClC1=CC=NC=C1 (4-chloropyridine hydrochloride), NC1=C(C(=O)O)C=CC(=C1)Cl (2-amino-4-chlorobenzoic acid). The solvent is O1CCOCC1 (1,4-dioxane). Procedure details: 18.6 ml (0.143 mol) of 2,5-dimethoxytetrahydrofuran are stirred for 10 minutes with 21.5 g (0.143 mol) of 4-chloropyridine hydrochloride in 600 ml of 1,4-dioxane. 24.6 g (0.143 mol) of 2-amino-4-chlorobenzoic acid are added, and the mixture is heated at reflux for 4 hours. After removal of the dioxane under reduced pressure, the residue is taken up with 1 liter of water and extracted with 800 ml of diethyl ether. The ethereal phase is washed with water and then extracted with 500 ml of a saturat... The yield is 95.0%. RXN SMILES: CO[CH:3]1[CH2:7][CH2:6][CH:5]([O:8]C)[O:4]1.Cl.Cl[C:12]1[CH:17]=[CH:16][N:15]=[CH:14]C=1.NC1[CH:27]=[C:26]([Cl:28])[CH:25]=CC=1C(O)=O>O1CCOCC1>[Cl:28][C:26]1[CH:25]=[CH:3][C:7]([N:15]2[CH:14]=[CH:12][CH:17]=[CH:16]2)=[C:6]([CH:27]=1)[C:5]([OH:8])=[O:4] |f:1.2|. The reactants are ClC=1C=C2C(CCOC2=CC1OC1=CC=C(C=C1)C(NC=1N=NC(=CC1)C1=CC=C(C=C1)C(F)(F)F)=O)C(=O)OCC (ethyl 6-chloro-7-(4-(6-(4-(trifluoromethyl)phenyl)pyridazin-3-ylcarbamoyl)phenoxy)chroman-4-carboxylate), [OH-].[Na+] (sodium hydroxide). Run in C1CCOC1.CCO (THF EtOH). Run at time 3 hour. Product: ClC=1C=C2C(CCOC2=CC1OC1=CC=C(C=C1)C(NC=1N=NC(=CC1)C1=CC=C(C=C1)C(F)(F)F)=O)C(=O)O (6-chloro-7-(4-(6-(4-(trifluoromethyl)phenyl)pyridazin-3-ylcarbamoyl)phenoxy)chroman-4-carboxylic acid). Isolated yield 42.0%. As a reaction SMILES: [Cl:1][C:2]1[CH:3]=[C:4]2[C:9](=[CH:10][C:11]=1[O:12][C:13]1[CH:18]=[CH:17][C:16]([C:19](=[O:37])[NH:20][C:21]3[N:22]=[N:23][C:24]([C:27]4[CH:32]=[CH:31][C:30]([C:33]([F:36])([F:35])[F:34])=[CH:29][CH:28]=4)=[CH:25][CH:26]=3)=[CH:15][CH:14]=1)[O:8][CH2:7][CH2:6][CH:5]2[C:38]([O:40]CC)=[O:39].[OH-].[Na+]>C1COCC1.CCO>[Cl:1][C:2]1[CH:3]=[C:4]2[C:9](=[CH:10][C:11]=1[O:12][C:13]1[CH:18]=[CH:17][C:16]([C:19](=[O:37])[NH:20][C:21]3[N:22]=[N:23][C:24]([C:27]4[CH:32]=[CH:31][C:30]([C:33]([F:36])([F:35])[F:34])=[CH:29][CH:28]=4)=[CH:25][CH:26]=3)=[CH:15][CH:14]=1)[O:8][CH2:7][CH2:6][CH:5]2[C:38]([OH:40])=[O:39] |f:1.2,3.4|. Reported procedure: To a solution of ethyl 6-chloro-7-(4-(6-(4-(trifluoromethyl)phenyl)pyridazin-3-ylcarbamoyl)phenoxy)chroman-4-carboxylate (1.83 g, 3.07 mmol) in 40 mL of 3:1 THF/EtOH was added sodium hydroxide (12.3 ml, 12.3 mmol). The reaction was stirred for 3 hours, then concentrated. The crude material was combined with 1M HCl (50 mL) and stirred for 3 hours. The material was resolved via supercritical fluid chromatography employing a CHIRALCEL® OJ-H column (3×15 cm) eluting with 35% ethanol/carbon dioxide a... The reactants are Cn1ncnc1-c1ncc(Br)s1, CC(C)(C)c1ccc(P(c2ccc(C(C)(C)C)cc2C(C)(C)C)c2ccc(C(C)(C)C)cc2C(C)(C)C)c(C(C)(C)C)c1, CC(=O)[O-], CC(=O)[O-], CCCC(CCC)c1cc(C)nc2cc(C)nn12, CC(=O)[O-], CN1CCCC1=O, [K+], O, [Pd+2]. Yields the product CCCC(CCC)c1cc(C)nc2c(-c3cnc(-c4ncnn4C)s3)c(C)nn12. RXN SMILES: [Br:1][c:2]1[cH:3][n:4][c:5](-[c:7]2[n:8][cH:9][n:10][n:11]2[CH3:12])[s:6]1.[C:36]([c:37]1[cH:38][c:39]([C:40]([CH3:41])([CH3:42])[CH3:43])[cH:44][cH:45][c:46]1[P:47]([c:48]1[cH:49][cH:50][c:51]([C:52]([CH3:53])([CH3:54])[CH3:55])[cH:56][c:57]1[C:58]([CH3:59])([CH3:60])[CH3:61])[c:62]1[cH:63][cH:64][c:65]([C:66]([CH3:67])([CH3:68])[CH3:69])[cH:70][c:71]1[C:72]([CH3:73])([CH3:74])[CH3:75])([CH3:76])([CH3:77])[CH3:78].[C:86]([O-:87])(=[O:88])[CH3:89].[C:91]([O-:92])(=[O:93])[CH3:94].[CH3:13][c:14]1[n:15][n:16]2[c:17]([n:18][c:19]([CH3:29])[cH:20][c:21]2[CH:22]([CH2:23][CH2:24][CH3:25])[CH2:26][CH2:27][CH3:28])[cH:30]1.[CH3:32][C:33](=[O:34])[O-:35].[CH3:79][N:80]1[CH2:81][CH2:82][CH2:83][C:84]1=[O:85].[K+:31].[OH2:95].[Pd+2:90]>>[c:2]1(-[c:30]2[c:14]([CH3:13])[n:15][n:16]3[c:17]2[n:18][c:19]([CH3:29])[cH:20][c:21]3[CH:22]([CH2:23][CH2:24][CH3:25])[CH2:26][CH2:27][CH3:28])[cH:3][n:4][c:5](-[c:7]2[n:8][cH:9][n:10][n:11]2[CH3:12])[s:6]1. Starting materials: BrCC(=O)N(CCCCCCC)CC1=C(C=C(C=C1)F)F (2-Bromo-N-(2,4-difluorobenzyl)-N-heptylacetamide), C(CC1=CC(OC)=C(O)C=C1)O (homovanillyl alcohol), C([O-])([O-])=O.[K+].[K+] (potassium carbonate). Run in C(C)#N (acetonitrile). The product is FC1=C(CN(C(COC2=C(C=C(C=C2)CCO)OC)=O)CCCCCCC)C=CC(=C1)F (N-(2,4-difluorobenzyl)-N-heptyl-2-[4-(2 hydroxyethyl)-2-methoxyphenoxy]acetamide). Isolated yield 79.0%. As a reaction SMILES: Br[CH2:2][C:3]([N:5]([CH2:13][C:14]1[CH:19]=[CH:18][C:17]([F:20])=[CH:16][C:15]=1[F:21])[CH2:6][CH2:7][CH2:8][CH2:9][CH2:10][CH2:11][CH3:12])=[O:4].[CH2:22]([OH:33])[CH2:23][C:24]1[CH:32]=[CH:31][C:29]([OH:30])=[C:26]([O:27][CH3:28])[CH:25]=1.C(=O)([O-])[O-].[K+].[K+]>C(#N)C>[F:21][C:15]1[CH:16]=[C:17]([F:20])[CH:18]=[CH:19][C:14]=1[CH2:13][N:5]([CH2:6][CH2:7][CH2:8][CH2:9][CH2:10][CH2:11][CH3:12])[C:3](=[O:4])[CH2:2][O:30][C:29]1[CH:31]=[CH:32][C:24]([CH2:23][CH2:22][OH:33])=[CH:25][C:26]=1[O:27][CH3:28] |f:2.3.4|. Reported procedure: 2-Bromo-N-(2,4-difluorobenzyl)-N-heptylacetamide (135 mg, 0.373 mmol), homovanillyl alcohol (63 mg, 0.373 mmol) and potassium carbonate anhydrous (77 mg, 0.559 mmol) were mixed in acetonitrile (10 ml). The mixture was heated to reflux for 4 hours and then evaporated to dryness. The residue (with additional DCM, 1 ml×2) was loaded onto a column (ISOLUTE® SI, 1 g/6 ml). It was eluted with DCM and then MeOH/DCM (0.5:99.5, then 1:99). The product fractions were combined and evaporated Oil product 13... The reactants are C(Cl)[C@H]1CO1 ((R)-epichlorohydrin), C(C)(C)(C)OC(=O)N1C[C@H](OCC1)CC1=CC(=CC=C1)Br ((R)-2-(3-bromo-benzyl)-morpholine-4-carboxylic acid tert-butyl ester), C(C)(C)(C)OC(=O)N1C[C@H](OCC1)CC1=CC(=CC=C1)Br ((R)-2-(3-bromo-benzyl)-morpholine-4-carboxylic acid tert-butyl ester), BrC1=CC(=C(C=C1)OC)F (4-bromo-2-fluoroanisole), (R)-1-chloro-3-(3-fluoro-4-methoxy)-2-propanol. Product: FC=1C=C(C[C@@H]2CNCCO2)C=CC1OC ((R)-2-(3-fluoro-4-methoxybenzyl)morpholine), example 47. Yield: 19.0%. RXN SMILES: C(OC([N:8]1[CH2:13][CH2:12][O:11][C@H:10]([CH2:14]C2C=CC=C(Br)C=2)[CH2:9]1)=O)(C)(C)C.Br[C:23]1[CH:28]=[CH:27][C:26]([O:29][CH3:30])=[C:25]([F:31])[CH:24]=1.C([C@@H]1OC1)Cl>>[F:31][C:25]1[CH:24]=[C:23]([CH:28]=[CH:27][C:26]=1[O:29][CH3:30])[CH2:14][C@H:10]1[O:11][CH2:12][CH2:13][NH:8][CH2:9]1. Procedure details: (R)-1-chloro-3-(3-fluoro-4-methoxy)-2-propanol was prepared, using the same procedure as described for example 2, intermediate (d), but from 4-bromo-2-fluoroanisole and (R)-epichlorohydrin. Example 47 was prepared as described for example 1, intermediate (d), but using (R)-1-chloro-3-(3-fluoro-4-methoxy)-2-propanol, to obtain the desired morpholine, example 47 as a pale yellow oil (0.12 g, 19%).